Dataset: the Open Reaction Database (ORD), a public repository of structured organic reaction records. Task: describe an organic reaction: reactants, conditions, products, and yield Starting materials: COC1=C(C=C2C\C(\C(C2=C1)=O)=C/C1=CC=C(C=C1)SC(F)(F)F)N1CCC(CC1)C ((E)-6-methoxy-5-(4-methylpiperidin-1-yl)-2-(4-((trifluoromethyl)thio)benzylidene)-2,3-dihydro-1H-inden-1-one). The reagents and catalysts are [Ni] (Raney-Nickel). Run in CO (methanol). Conditions: time 2 hour. The product is COC1=C(C=C2CC(C(C2=C1)=O)CC1=CC=C(C=C1)SC(F)(F)F)N1CCC(CC1)C (6-methoxy-5-(4-methylpiperidin-1-yl)-2-(4-((trifluoromethyl)thio)benzyl)-2,3-dihydro-1H-inden-1-one). Reaction SMILES: [CH3:1][O:2][C:3]1[CH:11]=[C:10]2[C:6]([CH2:7]/[C:8](=[CH:13]\[C:14]3[CH:19]=[CH:18][C:17]([S:20][C:21]([F:24])([F:23])[F:22])=[CH:16][CH:15]=3)/[C:9]2=[O:12])=[CH:5][C:4]=1[N:25]1[CH2:30][CH2:29][CH:28]([CH3:31])[CH2:27][CH2:26]1>CO.[Ni]>[CH3:1][O:2][C:3]1[CH:11]=[C:10]2[C:6]([CH2:7][CH:8]([CH2:13][C:14]3[CH:15]=[CH:16][C:17]([S:20][C:21]([F:24])([F:23])[F:22])=[CH:18][CH:19]=3)[C:9]2=[O:12])=[CH:5][C:4]=1[N:25]1[CH2:30][CH2:29][CH:28]([CH3:31])[CH2:27][CH2:26]1. Procedure details: The 139 (80 mg, 0.178 mmol) was dissolved in methanol 50 mL and Raney-Nickel (8 mg) added and the reaction stirred under hydrogen balloon for 2 h. The reaction was filtered through celite bed and washed with excess methanol. The organic layer was concentrated to get the crude compound 140 and purified by flash chromatography using 100-200 mesh silica gel. The compound 140 was eluted at 8% ethyl acetate in hexane as half white coloured solid compound 6-methoxy-5-(4-methylpiperidin-1-yl)-2-(4-((tr... Reactants: Cl[Al](Cl)Cl, O=C(O)c1ccc(I)c([N+](=O)[O-])c1, O, c1ccccc1. Product: O=C(c1ccccc1)c1ccc(I)c([N+](=O)[O-])c1. RXN SMILES: [Cl:14][Al:15]([Cl:16])[Cl:17].[I:1][c:2]1[c:3]([N+:11](=[O:12])[O-:13])[cH:4][c:5]([C:6](=[O:7])[OH:8])[cH:9][cH:10]1.[OH2:24].[cH:18]1[cH:19][cH:20][cH:21][cH:22][cH:23]1>>[I:1][c:2]1[c:3]([N+:11](=[O:12])[O-:13])[cH:4][c:5]([C:6](=[O:8])[c:18]2[cH:19][cH:20][cH:21][cH:22][cH:23]2)[cH:9][cH:10]1.